This data is from the Open Reaction Database (ORD), a public repository of structured organic reaction records. The task is: describe an organic reaction: reactants, conditions, products, and yield The reactants are BrC1=C(C=CC(=C1)C(F)(F)F)OC (2-Bromo-4-(trifluoromethyl)anisole), C(C)(C)(C)[Li] (t-butyllithium), C(C1=CC=CC=C1)OC[C@@H]1[C@H]([C@]2(CC(CO2)=O)CC1)C1=CC=C(C=C1)F ((5R,6S,7S)-7-(benzyloxymethyl)-6-(4-fluorophenyl)-1-oxaspiro[4.4]nonane-3-one). Run in C1CCOC1 (THF), C1CCOC1 (THF). Conditions: temperature -78 celsius, time 30 minute. The product is C(C1=CC=CC=C1)OC[C@@H]1[C@H]([C@]2(C[C@@](CO2)(C2=C(C=CC(=C2)C(F)(F)F)OC)O)CC1)C1=CC=C(C=C1)F ((3S,5R,6S,7S)-7-(Benzyloxymethyl)-6-(4-fluorophenyl)-3-hydroxy-3-(2-methoxy-5-(trifluoromethyl)phenyl)-1-oxaspiro[4.4]nonane). Yield: 51.8%. As a reaction SMILES: Br[C:2]1[CH:7]=[C:6]([C:8]([F:11])([F:10])[F:9])[CH:5]=[CH:4][C:3]=1[O:12][CH3:13].C([Li])(C)(C)C.[CH2:19]([O:26][CH2:27][C@H:28]1[CH2:37][CH2:36][C@:30]2([O:34][CH2:33][C:32](=[O:35])[CH2:31]2)[C@@H:29]1[C:38]1[CH:43]=[CH:42][C:41]([F:44])=[CH:40][CH:39]=1)[C:20]1[CH:25]=[CH:24][CH:23]=[CH:22][CH:21]=1>C1COCC1>[CH2:19]([O:26][CH2:27][C@H:28]1[CH2:37][CH2:36][C@:30]2([O:34][CH2:33][C@@:32]([OH:35])([C:2]3[CH:7]=[C:6]([C:8]([F:11])([F:10])[F:9])[CH:5]=[CH:4][C:3]=3[O:12][CH3:13])[CH2:31]2)[C@@H:29]1[C:38]1[CH:39]=[CH:40][C:41]([F:44])=[CH:42][CH:43]=1)[C:20]1[CH:25]=[CH:24][CH:23]=[CH:22][CH:21]=1. Procedure details: 2-Bromo-4-(trifluoromethyl)anisole (227 mg, 0.89 mmol), prepared according to the procedure of J. Alexander (Org. Prep. Proced. Int., 1986, 18, 213-215), was dissolved in 3.7 mL of THF and cooled in a -78° C. bath. A solution of t-butyllithium (1.0 mL, 1.7M in hexane, 1.7 mmol) was added over a period of 2 min. After 30 min., a solution of 200 mg (0.56 mmol) of (5R,6S,7S)-7-(benzyloxymethyl)-6-(4-fluorophenyl)-1-oxaspiro[4.4]nonane-3-one (prepared from methyl (5R,6S,7S)-6-(4-fluorophenyl)-3-(met... Reactants: [BH4-], CCO, [Na+], O, O=Cc1cnc2ccccc2c1. The product is OCc1cnc2ccccc2c1. RXN SMILES: [BH4-:13].[CH3:16][CH2:17][OH:18].[Na+:14].[OH2:15].[n:1]1[cH:2][c:3]([CH:11]=[O:12])[cH:4][c:5]2[cH:6][cH:7][cH:8][cH:9][c:10]12>>[n:1]1[cH:2][c:3]([CH2:11][OH:12])[cH:4][c:5]2[cH:6][cH:7][cH:8][cH:9][c:10]12. Starting materials: C1(CC1)N1C=C(C(C2=CC(=C(C=C12)F)F)=O)C(=O)O (1-cyclopropyl-6,7-difluoro-1,4-dihydro-4-oxoquinoline-3-carboxylic acid), NC1=C2CNCC2=CC=C1 (4-aminoisoindoline), C1CCC2=NCCCN2CC1 (DBU). Solvent: CN(C)C=O (DMF). Yields the product NC1=C2CN(CC2=CC=C1)C1=C(C=C2C(C(=CN(C2=C1)C1CC1)C(=O)O)=O)F (7-(4-amino-2-isoindolinyl)-1-cyclopropyl-6-fluoro-1,4-dihydro-4-oxoquinoline-3-carboxylic acid). Isolated yield 51.0%. Reaction SMILES: [CH:1]1([N:4]2[C:13]3[C:8](=[CH:9][C:10]([F:15])=[C:11](F)[CH:12]=3)[C:7](=[O:16])[C:6]([C:17]([OH:19])=[O:18])=[CH:5]2)[CH2:3][CH2:2]1.[NH2:20][C:21]1[CH:29]=[CH:28][CH:27]=[C:26]2[C:22]=1[CH2:23][NH:24][CH2:25]2.C1CCN2C(=NCCC2)CC1>CN(C=O)C>[NH2:20][C:21]1[CH:29]=[CH:28][CH:27]=[C:26]2[C:22]=1[CH2:23][N:24]([C:11]1[CH:12]=[C:13]3[C:8]([C:7](=[O:16])[C:6]([C:17]([OH:19])=[O:18])=[CH:5][N:4]3[CH:1]3[CH2:3][CH2:2]3)=[CH:9][C:10]=1[F:15])[CH2:25]2. Procedure: 133 mg of 1-cyclopropyl-6,7-difluoro-1,4-dihydro-4-oxoquinoline-3-carboxylic acid, 81 mg of 4-aminoisoindoline, 182 mg of DBU, and 1.5 ml of anhydrous DMF were processed in the same manner as in Example 2 to produce 97 mg of the target compound. Starting materials: C=C(Cl)CCl, [H-], [Na+], O=[N+]([O-])c1ccc(S(=O)(=O)NCC(O)c2ccccc2)cc1. Yields the product C=C(Cl)CN(CC(O)c1ccccc1)S(=O)(=O)c1ccc([N+](=O)[O-])cc1. RXN SMILES: [Cl:25][C:26](=[CH2:27])[CH2:28][Cl:29].[H-:24].[Na+:23].[OH:1][CH:2]([CH2:3][NH:4][S:5](=[O:6])(=[O:7])[c:8]1[cH:9][cH:10][c:11]([N+:14](=[O:15])[O-:16])[cH:12][cH:13]1)[c:17]1[cH:18][cH:19][cH:20][cH:21][cH:22]1>>[OH:1][CH:2]([CH2:3][N:4]([S:5](=[O:6])(=[O:7])[c:8]1[cH:9][cH:10][c:11]([N+:14](=[O:15])[O-:16])[cH:12][cH:13]1)[CH2:28][C:26]([Cl:25])=[CH2:27])[c:17]1[cH:18][cH:19][cH:20][cH:21][cH:22]1.